This data is from the Open Reaction Database (ORD), a public repository of structured organic reaction records. The task is: describe an organic reaction: reactants, conditions, products, and yield The reactants are Cl.N[C@H]1CC[C@H](CC1)NC(=O)C1=C(NC2=C1N=CN=C2C2=C(C=CC(=C2)C)OCC2CC2)C (N-(Cis-4-aminocyclohexyl)-4-[2-(cyclopropylmethoxy)-5-methylphenyl]-6-methyl-5H-pyrrolo[3,2-d]pyrimidine-7-carboxamide hydrochloride), C(CC)(=O)Cl (propionyl chloride). Yields the product C1(CC1)COC1=C(C=C(C=C1)C)C=1C2=C(N=CN1)C(=C(N2)C)C(=O)N[C@@H]2CC[C@@H](CC2)NC(CC)=O (4-[2-(Cyclopropylmethoxy)-5-methylphenyl]-6-methyl-N-[cis-4-(propanoylamino)cyclohexyl]-5H-pyrrolo[3,2-d]pyrimidine-7-carboxamide). RXN SMILES: Cl.[NH2:2][C@@H:3]1[CH2:8][CH2:7][C@H:6]([NH:9][C:10]([C:12]2[C:16]3[N:17]=[CH:18][N:19]=[C:20]([C:21]4[CH:26]=[C:25]([CH3:27])[CH:24]=[CH:23][C:22]=4[O:28][CH2:29][CH:30]4[CH2:32][CH2:31]4)[C:15]=3[NH:14][C:13]=2[CH3:33])=[O:11])[CH2:5][CH2:4]1.[C:34](Cl)(=[O:37])[CH2:35][CH3:36]>>[CH:30]1([CH2:29][O:28][C:22]2[CH:23]=[CH:24][C:25]([CH3:27])=[CH:26][C:21]=2[C:20]2[C:15]3[NH:14][C:13]([CH3:33])=[C:12]([C:10]([NH:9][C@H:6]4[CH2:7][CH2:8][C@@H:3]([NH:2][C:34](=[O:37])[CH2:35][CH3:36])[CH2:4][CH2:5]4)=[O:11])[C:16]=3[N:17]=[CH:18][N:19]=2)[CH2:31][CH2:32]1 |f:0.1|. Procedure details: Starting from N-(cis-4-aminocyclohexyl)-4-[2-(cyclopropylmethoxy)-5-methylphenyl]-6-methyl-5H-pyrrolo[3,2-d]pyrimidine-7-carboxamide hydrochloride (example D.f30) and commercially available propionyl chloride the title compound is obtained as colorless solid. The reactants are Cc1c(C(=O)NC(c2cccc(F)c2)C2CCC2)c2cccc(F)c2c(=O)n1NC(=O)OC(C)(C)C, Cc1ccccc1, FCCCI, [K+], [OH-]. Product: Cc1c(C(=O)NC(c2cccc(F)c2)C2CCC2)c2cccc(F)c2c(=O)n1N(CCCF)C(=O)OC(C)(C)C. As a reaction SMILES: [C:1]([CH3:2])([CH3:3])([CH3:4])[O:5][C:6]([NH:7][n:8]1[c:9](=[O:35])[c:10]2[c:11]([F:34])[cH:12][cH:13][cH:14][c:15]2[c:16]([C:19]([NH:20][CH:21]([c:22]2[cH:23][c:24]([F:28])[cH:25][cH:26][cH:27]2)[CH:29]2[CH2:30][CH2:31][CH2:32]2)=[O:33])[c:17]1[CH3:18])=[O:36].[CH3:37][c:38]1[cH:39][cH:40][cH:41][cH:42][cH:43]1.[I:46][CH2:47][CH2:48][CH2:49][F:50].[K+:45].[OH-:44]>>[C:1]([CH3:2])([CH3:3])([CH3:4])[O:5][C:6]([N:7]([n:8]1[c:9](=[O:35])[c:10]2[c:11]([F:34])[cH:12][cH:13][cH:14][c:15]2[c:16]([C:19]([NH:20][CH:21]([c:22]2[cH:23][c:24]([F:28])[cH:25][cH:26][cH:27]2)[CH:29]2[CH2:30][CH2:31][CH2:32]2)=[O:33])[c:17]1[CH3:18])[CH2:47][CH2:48][CH2:49][F:50])=[O:36]. Starting materials: NC=1C=C(OC2=C(C3=C(N=C(S3)NC(=O)C3CC3)C=C2)C#N)C=CC1 (N-[6-(3-Aminophenoxy)-7-cyano-1,3-benzothiazol-2-yl]cyclopropanecarboxamide), N(=C=O)C1=CC=C(C=C1)C(F)(F)F (1-isocyanato-4-(trifluoromethyl)benzene). The solvent is CN(C=O)C (N,N-dimethylformamide), C(C)(=O)OCC (ethyl acetate). Reaction conditions: time 12 hour. Yields the product C(#N)C1=C(C=CC=2N=C(SC21)NC(=O)C2CC2)OC2=CC(=CC=C2)NC(NC2=CC=C(C=C2)C(F)(F)F)=O (N-{7-cyano-6-[3-({[4-(trifluoromethyl)phenyl]carbamoyl}amino)phenoxy]-1,3-benzothiazol-2-yl}cyclopropanecarboxamide). The yield is 94.1%. Reaction SMILES: [NH2:1][C:2]1[CH:3]=[C:4]([CH:23]=[CH:24][CH:25]=1)[O:5][C:6]1[CH:20]=[CH:19][C:9]2[N:10]=[C:11]([NH:13][C:14]([CH:16]3[CH2:18][CH2:17]3)=[O:15])[S:12][C:8]=2[C:7]=1[C:21]#[N:22].[N:26]([C:29]1[CH:34]=[CH:33][C:32]([C:35]([F:38])([F:37])[F:36])=[CH:31][CH:30]=1)=[C:27]=[O:28]>CN(C)C=O.C(OCC)(=O)C>[C:21]([C:7]1[C:8]2[S:12][C:11]([NH:13][C:14]([CH:16]3[CH2:18][CH2:17]3)=[O:15])=[N:10][C:9]=2[CH:19]=[CH:20][C:6]=1[O:5][C:4]1[CH:23]=[CH:24][CH:25]=[C:2]([NH:1][C:27](=[O:28])[NH:26][C:29]2[CH:34]=[CH:33][C:32]([C:35]([F:36])([F:38])[F:37])=[CH:31][CH:30]=2)[CH:3]=1)#[N:22]. Procedure: N-[6-(3-Aminophenoxy)-7-cyano-1,3-benzothiazol-2-yl]cyclopropanecarboxamide (120 mg, 0.342 mmol) produced in Example 3(vi) was dissolved in N,N-dimethylformamide (2 mL), 1-isocyanato-4-(trifluoromethyl)benzene (63 mg, 0.445 mmol) was added, and the mixture was stirred at room temperature for 12 hr. The reaction mixture was diluted with ethyl acetate (10 mL), washed successively with saturated aqueous sodium hydrogen carbonate solution (5 ml) and saturated brine (5 mL), and dried over anhydrous s...